From a dataset of the Open Reaction Database (ORD), a public repository of structured organic reaction records. describe an organic reaction: reactants, conditions, products, and yield The reactants are O=C(O)Cc1cccc(Br)c1, C1CCOC1, CC1(C)OB(c2cccc3[nH]ccc23)OC1(C)C, CCOC(C)=O, [Na+], [OH-], [Pd]. The product is O=C(O)Cc1cccc(-c2cccc3[nH]ccc23)c1. Reaction SMILES: [Br:19][c:20]1[cH:21][c:22]([CH2:26][C:27](=[O:28])[OH:29])[cH:23][cH:24][cH:25]1.[CH2:32]1[O:33][CH2:34][CH2:35][CH2:36]1.[CH3:1][C:2]1([CH3:3])[C:4]([CH3:5])([CH3:6])[O:7][B:8]([c:9]2[c:10]3[cH:11][cH:12][nH:13][c:14]3[cH:15][cH:16][cH:17]2)[O:18]1.[CH3:38][CH2:39][O:40][C:41](=[O:42])[CH3:43].[Na+:31].[OH-:30].[Pd:37]>>[c:9]1(-[c:20]2[cH:21][c:22]([CH2:26][C:27](=[O:28])[OH:29])[cH:23][cH:24][cH:25]2)[c:10]2[cH:11][cH:12][nH:13][c:14]2[cH:15][cH:16][cH:17]1. Reactants: CC1=C(C=NO1)C(=O)Cl (5-Methylisoxazole-4-carbonyl chloride), N1=CC=CC=C1 (pyridine), C(#N)C=1C=C(C=CC1N1CCNCC1)NC(=O)C=1C=NN(C1C)C1=CC=C(C=C1)F (N-[3-cyano-4-(piperazin-1-yl)phenyl]-1-(4-fluorophenyl)-5-methylpyrazole-4-carboxamide). Solvent: O (water). Run at time 1 hour. Product: C(#N)C=1C=C(C=CC1N1CCN(CC1)C(=O)C=1C=NOC1C)NC(=O)C=1C=NN(C1C)C1=CC=C(C=C1)F (N-{3-Cyano-4-[4-(5-methylisoxazol-4-ylcarbonyl)piperazin-1-yl]phenyl}-1-(4-fluorophenyl)-5-methylpyrazole-4-carboxamide). Yield: 58.7%. Reaction SMILES: [CH3:1][C:2]1[O:6][N:5]=[CH:4][C:3]=1[C:7](Cl)=[O:8].N1C=CC=CC=1.[C:16]([C:18]1[CH:19]=[C:20]([NH:30][C:31]([C:33]2[CH:34]=[N:35][N:36]([C:39]3[CH:44]=[CH:43][C:42]([F:45])=[CH:41][CH:40]=3)[C:37]=2[CH3:38])=[O:32])[CH:21]=[CH:22][C:23]=1[N:24]1[CH2:29][CH2:28][NH:27][CH2:26][CH2:25]1)#[N:17]>O>[C:16]([C:18]1[CH:19]=[C:20]([NH:30][C:31]([C:33]2[CH:34]=[N:35][N:36]([C:39]3[CH:40]=[CH:41][C:42]([F:45])=[CH:43][CH:44]=3)[C:37]=2[CH3:38])=[O:32])[CH:21]=[CH:22][C:23]=1[N:24]1[CH2:29][CH2:28][N:27]([C:7]([C:3]2[CH:4]=[N:5][O:6][C:2]=2[CH3:1])=[O:8])[CH2:26][CH2:25]1)#[N:17]. Reported procedure: 5-Methylisoxazole-4-carbonyl chloride (1.4 g) synthesized according to the method described in J. Chem. Soc. Perkin Trans. I, pp. 1875–1879 (1988) was added to a pyridine solution (20 ml) containing N-[3-cyano-4-(piperazin-1-yl)phenyl]-1-(4-fluorophenyl)-5-methylpyrazole-4-carboxamide (4 g) under ice-cooling, and the mixture was stirred for 1 h. The reaction mixture was poured into water and extracted with ethyl acetate. The organic layer was washed with dilute hydrochloric acid and saturated br... Starting materials: CC(=O)OC(C)=O, CC(C)(C)OC(=O)N1CCc2nc3ccccc3c(N)c2C1, O, c1ccncc1. Yields the product CC(=O)Nc1c2c(nc3ccccc13)CCN(C(=O)OC(C)(C)C)C2. Reaction SMILES: [CH3:29][C:30](=[O:31])[O:32][C:33](=[O:34])[CH3:35].[NH2:1][c:2]1[c:3]2[c:4]([n:5][c:6]3[c:11]1[CH2:10][N:9]([C:12](=[O:13])[O:14][C:15]([CH3:16])([CH3:17])[CH3:18])[CH2:8][CH2:7]3)[cH:19][cH:20][cH:21][cH:22]2.[OH2:36].[cH:23]1[cH:24][cH:25][n:26][cH:27][cH:28]1>>[NH:1]([c:2]1[c:3]2[c:4]([n:5][c:6]3[c:11]1[CH2:10][N:9]([C:12](=[O:13])[O:14][C:15]([CH3:16])([CH3:17])[CH3:18])[CH2:8][CH2:7]3)[cH:19][cH:20][cH:21][cH:22]2)[C:30]([CH3:29])=[O:31]. The reactants are ClC1=C(C(=CC(=C1)OCC=C(Cl)Cl)Cl)O (2,6-dichloro-4-(3,3,-dichloro-2-propenyloxy)phenol), C([O-])([O-])=O.[K+].[K+] (potassium carbonate), ice water, crude product, C(C=CC1=CC=CC=C1)Br (cinnamyl bromide). Solvent: CN(C=O)C (N,N-dimethylformamide), CN(C=O)C (N,N-dimethylformamide). Product: ClC=1C=C(C=C(C1OCC=CC1=CC=CC=C1)Cl)OCC=C(Cl)Cl (3,5-dichloro-4-(cinnamyloxy)-1-(3,3-dichloro-2-propenyloxy)benzene). The yield is 80.5%. RXN SMILES: [Cl:1][C:2]1[CH:7]=[C:6]([O:8][CH2:9][CH:10]=[C:11]([Cl:13])[Cl:12])[CH:5]=[C:4]([Cl:14])[C:3]=1[OH:15].C(=O)([O-])[O-].[K+].[K+].[CH2:22](Br)[CH:23]=[CH:24][C:25]1[CH:30]=[CH:29][CH:28]=[CH:27][CH:26]=1>CN(C)C=O>[Cl:1][C:2]1[CH:7]=[C:6]([O:8][CH2:9][CH:10]=[C:11]([Cl:13])[Cl:12])[CH:5]=[C:4]([Cl:14])[C:3]=1[O:15][CH2:22][CH:23]=[CH:24][C:25]1[CH:30]=[CH:29][CH:28]=[CH:27][CH:26]=1 |f:1.2.3|. Reported procedure: To a mixture of 0.62 g of 2,6-dichloro-4-(3,3,-dichloro-2-propenyloxy)phenol, 0.33 g of potassium carbonate and 20 ml of N,N-dimethylformamide was added dropwise a solution of 0.43 g of cinnamyl bromide dissolved in 5 ml of N,N-dimethylformamide, while stirring at room temperature. After stirring at room temperature for 7 hours, the reaction mixture was poured into ice-water, and extracted twice with 50 ml of diethyl ether. The combined ether layer was washed with water, dried with anhydrous mag... Starting materials: [BH4-].[Na+] (NaBH4), ClC=1C=C(C=CC1Cl)S(=O)(=O)N[C@H](C)C1=NN=C(N1CC)OC1=CC(=CC=C1)N1CCC(CC1)=O (3,4-Dichloro-N-((R)-1-[4-ethyl-5-[3-(4-oxo-piperidin-1-yl)-phenoxy]-4H-[1,2,4]triazol-3-yl]-ethyl)-benzenesulfonamide), O (Water). The solvent is CO (methanol). Conditions: time 16 hour. The product is ClC=1C=C(C=CC1Cl)S(=O)(=O)N[C@H](C)C1=NN=C(N1CC)OC1=CC(=CC=C1)N1CCC(CC1)O (3,4-Dichloro-N-((R)-1-[4-ethyl-5-[3-(4-hydroxy-piperidin-1-yl)-phenoxy]-4H-[1,2,4]triazol-3-yl]-ethyl)-benzenesulfonamide). The yield is 75.1%. Reaction SMILES: [BH4-].[Na+].[Cl:3][C:4]1[CH:5]=[C:6]([S:11]([NH:14][C@@H:15]([C:17]2[N:21]([CH2:22][CH3:23])[C:20]([O:24][C:25]3[CH:30]=[CH:29][CH:28]=[C:27]([N:31]4[CH2:36][CH2:35][C:34](=[O:37])[CH2:33][CH2:32]4)[CH:26]=3)=[N:19][N:18]=2)[CH3:16])(=[O:13])=[O:12])[CH:7]=[CH:8][C:9]=1[Cl:10].O>CO>[Cl:3][C:4]1[CH:5]=[C:6]([S:11]([NH:14][C@@H:15]([C:17]2[N:21]([CH2:22][CH3:23])[C:20]([O:24][C:25]3[CH:30]=[CH:29][CH:28]=[C:27]([N:31]4[CH2:32][CH2:33][CH:34]([OH:37])[CH2:35][CH2:36]4)[CH:26]=3)=[N:19][N:18]=2)[CH3:16])(=[O:12])=[O:13])[CH:7]=[CH:8][C:9]=1[Cl:10] |f:0.1|. Procedure: NaBH4 (0.021 g) was added at 0° C. to a solution of the compound (0.150 g) of Example 8 in methanol (3.0 ml), and the mixture was stirred at room temperature for 16 hours. Water was added, and the mixture was extracted with ethyl acetate. The organic layer was washed with saturated aqueous sodium chloride, dried over MgSO4, filtered, and evaporated under reduced pressure to remove the solvent. The resulting crude product was purified by column chromatography (neutral OH SiO2, methanol/chloroform... Reactants: O1C(C1)C1CCC2(OCCO2)CC1 (8-(oxiran-2-yl)-1,4-dioxaspiro[4.5]decane), C[O-].[Na+] (sodium methoxide). Run in C(Cl)Cl (DCM). Product: COCC(O)C1CCC2(OCCO2)CC1 (2-methoxy-1-(1,4-dioxaspiro[4.5]decan-8-yl)ethanol). Reaction SMILES: [O:1]1[CH2:3][CH:2]1[CH:4]1[CH2:13][CH2:12][C:7]2([O:11][CH2:10][CH2:9][O:8]2)[CH2:6][CH2:5]1.[CH3:14][O-:15].[Na+]>C(Cl)Cl>[CH3:14][O:15][CH2:3][CH:2]([CH:4]1[CH2:13][CH2:12][C:7]2([O:11][CH2:10][CH2:9][O:8]2)[CH2:6][CH2:5]1)[OH:1] |f:1.2|. Reported procedure: 8-(oxiran-2-yl)-1,4-dioxaspiro[4.5]decane (202 mg, 1.10 mmol), prepared in the previous step, in DCM (20 mL) was dissolved in sodium methoxide solution (10 mL, 5 mmol, 0.5 M). The mixture was stirred, heating to reflux under argon overnight and then cooled to ambient temperature and concentrated in vacuo. After addition of saturated ammonium chloride solution and extraction with ethyl acetate, the organic layers were concentrated in vacuo and the residue was purified by flash chromatography (sil... Reactants: CC(C)(C)C(=O)c1c[nH]c2ncc(Br)nc12, O=C([O-])[O-], COc1ccc(B2OC(C)(C)C(C)(C)O2)cc1N1CCCC1, [K+], [K+], C1COCCO1, O. Yields the product COc1ccc(-c2cnc3[nH]cc(C(=O)C(C)(C)C)c3n2)cc1N1CCCC1. Reaction SMILES: [Br:1][c:2]1[n:3][c:4]2[c:5]([n:6][cH:7]1)[nH:8][cH:9][c:10]2[C:11]([C:12]([CH3:13])([CH3:14])[CH3:15])=[O:16].[C:39](=[O:40])([O-:41])[O-:42].[CH3:17][O:18][c:19]1[c:20]([N:34]2[CH2:35][CH2:36][CH2:37][CH2:38]2)[cH:21][c:22]([B:25]2[O:26][C:27]([CH3:28])([CH3:29])[C:30]([CH3:31])([CH3:32])[O:33]2)[cH:23][cH:24]1.[K+:43].[K+:44].[O:45]1[CH2:46][CH2:47][O:48][CH2:49][CH2:50]1.[OH2:51]>>[c:2]1(-[c:22]2[cH:21][c:20]([N:34]3[CH2:35][CH2:36][CH2:37][CH2:38]3)[c:19]([O:18][CH3:17])[cH:24][cH:23]2)[n:3][c:4]2[c:5]([n:6][cH:7]1)[nH:8][cH:9][c:10]2[C:11]([C:12]([CH3:13])([CH3:14])[CH3:15])=[O:16]. The reactants are Cc1ccsc1C(=O)O, Nc1ccc(I)cc1. Product: Cc1ccsc1C(=O)Nc1ccc(I)cc1. Reaction SMILES: [CH3:1][c:2]1[c:3]([C:7](=[O:8])[OH:9])[s:4][cH:5][cH:6]1.[I:10][c:11]1[cH:12][cH:13][c:14]([NH2:15])[cH:16][cH:17]1>>[CH3:1][c:2]1[c:3]([C:7](=[O:9])[NH:15][c:14]2[cH:13][cH:12][c:11]([I:10])[cH:17][cH:16]2)[s:4][cH:5][cH:6]1. The reactants are C(C1=CC=CC=C1)OC[C@H](C(=O)N)NC1=CC(=C(C=C1)C#N)Br ((R)-3-(benzyloxy)-2-(3-bromo-4-cyanophenylamino)propanamide), Cl.NC1=CC(=NS1)C (5-amino-3-methylisothiazole hydrochloride), C=1C=CC(=CC1)P(C=2C=CC=CC2)C3=CC=C4C=CC=CC4=C3C5=C6C=CC=CC6=CC=C5P(C=7C=CC=CC7)C=8C=CC=CC8 (BINAP), C(=O)([O-])[O-].[K+].[K+] (K2CO3). The reagents and catalysts are CC(=O)[O-].CC(=O)[O-].[Pd+2] (Pd(OAc)2). Solvent: O1CCOCC1 (dioxane). Reaction conditions: time 18 hour. Yields the product C(C1=CC=CC=C1)OC[C@H](C(=O)N)NC1=CC(=C(C=C1)C#N)NC1=CC(=NS1)C ((R)-3-(benzyloxy)-2-(4-cyano-3-(3-methylisothiazol-5-ylamino)phenylamino)propanamide), crude residue. RXN SMILES: [CH2:1]([O:8][CH2:9][C@@H:10]([NH:14][C:15]1[CH:20]=[CH:19][C:18]([C:21]#[N:22])=[C:17](Br)[CH:16]=1)[C:11]([NH2:13])=[O:12])[C:2]1[CH:7]=[CH:6][CH:5]=[CH:4][CH:3]=1.Cl.[NH2:25][C:26]1[S:30][N:29]=[C:28]([CH3:31])[CH:27]=1.C1C=CC(P(C2C(C3C(P(C4C=CC=CC=4)C4C=CC=CC=4)=CC=C4C=3C=CC=C4)=C3C(C=CC=C3)=CC=2)C2C=CC=CC=2)=CC=1.C([O-])([O-])=O.[K+].[K+]>O1CCOCC1.CC([O-])=O.CC([O-])=O.[Pd+2]>[CH2:1]([O:8][CH2:9][C@@H:10]([NH:14][C:15]1[CH:20]=[CH:19][C:18]([C:21]#[N:22])=[C:17]([NH:25][C:26]2[S:30][N:29]=[C:28]([CH3:31])[CH:27]=2)[CH:16]=1)[C:11]([NH2:13])=[O:12])[C:2]1[CH:7]=[CH:6][CH:5]=[CH:4][CH:3]=1 |f:1.2,4.5.6,8.9.10|. Procedure: A mixture of (R)-3-(benzyloxy)-2-(3-bromo-4-cyanophenylamino)propanamide (66 mg, 0.176 mmol), 5-amino-3-methylisothiazole hydrochloride (35 mg, 0.232 mmol), BINAP (20 mg, 0.032 mmol), Pd(OAc)2 (15 mg, 0.066 mmol) and K2CO3 (100 mg, 0.724 mmol) in dioxane (2 mL) was degassed with Ar, then was stirred at 120 C for 18 h. Water and EtOAc were added. After being filtered, the organic phase was separated, dried over Na2SO4, concentrated in vacuo to give (R)-3-(benzyloxy)-2-(4-cyano-3-(3-methylisothiaz...